describe an organic reaction: reactants, conditions, products, and yield From a dataset of the Open Reaction Database (ORD), a public repository of structured organic reaction records. Starting materials: CO, O=C1Nc2cc(F)ccc2OC(C2CC2)C1N(Cc1ccccc1)Cc1ccccc1. Yields the product NC1C(=O)Nc2cc(F)ccc2OC1C1CC1. Reaction SMILES: [CH3:32][OH:33].[CH:1]1([CH:4]2[O:5][c:6]3[c:7]([cH:27][c:28]([F:31])[cH:29][cH:30]3)[NH:8][C:9](=[O:26])[CH:10]2[N:11]([CH2:12][c:13]2[cH:14][cH:15][cH:16][cH:17][cH:18]2)[CH2:19][c:20]2[cH:21][cH:22][cH:23][cH:24][cH:25]2)[CH2:2][CH2:3]1>>[CH:1]1([CH:4]2[O:5][c:6]3[c:7]([cH:27][c:28]([F:31])[cH:29][cH:30]3)[NH:8][C:9](=[O:26])[CH:10]2[NH2:11])[CH2:2][CH2:3]1.